This data is from the Open Reaction Database (ORD), a public repository of structured organic reaction records. The task is: describe an organic reaction: reactants, conditions, products, and yield The reactants are 4A, Cl.N[C@@H]1C(N(CCCC1)C(C)C(=O)O)=O (3-(S)-amino-1-(1-carboxyethyl)perhydroazepin-2-one hydrochloride), [OH-].C(CCC)[N+](CCCC)(CCCC)CCCC (tetrabutylammonium hydroxide), O=C(C(=O)OCC)CCC1=CC=CC=C1 (ethyl 2-oxo-4-phenylbutyrate), C(#N)[BH3-].[Na+] (sodium cyanoborohydride). Solvent: C(C)O (ethanol), C(C)O (ethanol), O (water). Reaction conditions: time 8 hour. Product: C(=O)(O)C(C)N1C([C@H](CCCC1)NC(CCC1=CC=CC=C1)C(=O)O)=O (1-(1-Carboxyethyl)-3-(S)-[(1-carboxy-3-phenylpropyl)amino]-perhydroazepin-2-one). RXN SMILES: Cl.[NH2:2][C@H:3]1[CH2:9][CH2:8][CH2:7][CH2:6][N:5]([CH:10]([C:12]([OH:14])=[O:13])[CH3:11])[C:4]1=[O:15].[OH-].C([N+](CCCC)(CCCC)CCCC)CCC.O=[C:35]([CH2:41][CH2:42][C:43]1[CH:48]=[CH:47][CH:46]=[CH:45][CH:44]=1)[C:36]([O:38]CC)=[O:37].C([BH3-])#N.[Na+]>O.C(O)C>[C:12]([CH:10]([N:5]1[CH2:6][CH2:7][CH2:8][CH2:9][C@H:3]([NH:2][CH:35]([C:36]([OH:38])=[O:37])[CH2:41][CH2:42][C:43]2[CH:44]=[CH:45][CH:46]=[CH:47][CH:48]=2)[C:4]1=[O:15])[CH3:11])([OH:14])=[O:13] |f:0.1,2.3,5.6|. Procedure: Dissolve 422 mg of 3-(S)-amino-1-(1-carboxyethyl)perhydroazepin-2-one hydrochloride in water and adjust the pH to 6.8 with 2M tetrabutylammonium hydroxide. Lyophilize the solution and dissolve the residue in 10 ml absolute ethanol. Add 1.98 g ethyl 2-oxo-4-phenylbutyrate and 7 g. powdered 4A molecular sieves. Add a solution of 357 mg. sodium cyanoborohydride in 3 ml absolute ethanol at a rate of 0.5 ml/hour. After the addition is complete, stir the reaction mixture overnight at room temperature.... The reactants are COC(=O)c1c(O)c(O)cc2c1CCNCC2c1ccccc1, C1CO1, CC(C)=O, CCOC(C)=O, CCO, Cl. Product: COC(=O)c1c(O)c(O)cc2c1CCN(CCO)CC2c1ccccc1, Cl. RXN SMILES: [C:1](=[O:2])([O:3][CH3:4])[c:5]1[c:6]([OH:23])[c:7]([OH:22])[cH:8][c:9]2[c:15]1[CH2:14][CH2:13][NH:12][CH2:11][CH:10]2[c:16]1[cH:17][cH:18][cH:19][cH:20][cH:21]1.[CH2:24]1[CH2:25][O:26]1.[CH3:28][C:29](=[O:30])[CH3:31].[CH3:32][CH2:33][O:34][C:35](=[O:36])[CH3:37].[CH3:38][CH2:39][OH:40].[ClH:27]>>[C:1](=[O:2])([O:3][CH3:4])[c:5]1[c:6]([OH:23])[c:7]([OH:22])[cH:8][c:9]2[c:15]1[CH2:14][CH2:13][N:12]([CH2:24][CH2:25][OH:26])[CH2:11][CH:10]2[c:16]1[cH:17][cH:18][cH:19][cH:20][cH:21]1.[ClH:27].